From a dataset of the Open Reaction Database (ORD), a public repository of structured organic reaction records. describe an organic reaction: reactants, conditions, products, and yield Starting materials: NCCOC1=CC=C(NC(C2=C(C=CC=C2OC)OC)=O)C=C1 (4′-(2-Aminoethoxy)-2,6-dimethoxybenzanilide), C(C)O (ethanol), Cl.C(C)O (HCl ethanol). Run in C(C)OCC (diethyl ether). Yields the product Cl.NCCOC1=CC=C(NC(C2=C(C=CC=C2OC)OC)=O)C=C1 (4′-(2-aminoethoxy)-2,6-dimethoxybenzanilide hydrochloride). As a reaction SMILES: [NH2:1][CH2:2][CH2:3][O:4][C:5]1[CH:23]=[CH:22][C:8]([NH:9][C:10](=[O:21])[C:11]2[C:16]([O:17][CH3:18])=[CH:15][CH:14]=[CH:13][C:12]=2[O:19][CH3:20])=[CH:7][CH:6]=1.C(O)C.[ClH:27].C(O)C>C(OCC)C>[ClH:27].[NH2:1][CH2:2][CH2:3][O:4][C:5]1[CH:23]=[CH:22][C:8]([NH:9][C:10](=[O:21])[C:11]2[C:12]([O:19][CH3:20])=[CH:13][CH:14]=[CH:15][C:16]=2[O:17][CH3:18])=[CH:7][CH:6]=1 |f:2.3,5.6|. Procedure: 4′-(2-Aminoethoxy)-2,6-dimethoxybenzanilide (0.74 g) was dissolved into ethanol (5 ml) and added with 1N HCl/ethanol (5 ml). The solution was added with diethyl ether (100 ml). The precipitate was collected and dried under vacuum to obtain 4′-(2-aminoethoxy)-2,6-dimethoxybenzanilide hydrochloride (0.73 g) as white powder. Reactants: CNS(=O)(=O)c1c(Cl)ccc([N+](=O)[O-])c1C(C)=O, CCO, C[Si](C)(C)Cl, O=S(=O)(O)O. Yields the product CNS(=O)(=O)c1c(Cl)ccc([N+](=O)[O-])c1O. Reaction SMILES: [CH3:1][NH:2][S:3](=[O:4])(=[O:5])[c:6]1[c:7]([C:16](=[O:17])[CH3:18])[c:8]([N+:13](=[O:14])[O-:15])[cH:9][cH:10][c:11]1[Cl:12].[CH3:29][CH2:30][OH:31].[Cl:19][Si:20]([CH3:21])([CH3:22])[CH3:23].[S:24]([OH:25])(=[O:26])(=[O:27])[OH:28]>>[CH3:1][NH:2][S:3](=[O:4])(=[O:5])[c:6]1[c:7]([OH:25])[c:8]([N+:13](=[O:14])[O-:15])[cH:9][cH:10][c:11]1[Cl:12]. Starting materials: Cc1cc(Br)cnc1C, O=C(OO)c1cccc(Cl)c1, N, O=S(=O)(O)O. Yields the product Cc1cc(Br)c[n+]([O-])c1C. RXN SMILES: [Br:12][c:13]1[cH:14][c:15]([CH3:20])[c:16]([CH3:19])[n:17][cH:18]1.[Cl:1][c:2]1[cH:3][cH:4][cH:5][c:6]([C:7]([O:8][OH:10])=[O:9])[cH:11]1.[NH3:21].[S:22](=[O:23])(=[O:24])([OH:25])[OH:26]>>[O-:9][n+:17]1[c:16]([CH3:19])[c:15]([CH3:20])[cH:14][c:13]([Br:12])[cH:18]1.